From a dataset of the Open Reaction Database (ORD), a public repository of structured organic reaction records. describe an organic reaction: reactants, conditions, products, and yield Reactants: OC1=CC=C(C=C1)CC(C(=O)OCC)OC1=CC=CC=C1 (ethyl 3-(4-hydroxyphenyl)-2-phenoxypropionate), BrCCOC1OCCCC1 (2-(2-bromoethoxy)tetrahydropyran), C([O-])([O-])=O.[K+].[K+] (potassium carbonate). Run in CC(=O)N(C)C (dimethylacetamide). Product: O(C1=CC=CC=C1)C(C(=O)OCC)CC1=CC=C(C=C1)OCCOC1OCCCC1 (Ethyl 2-phenoxy-3-[4-[2-(tetrahydropyran-2-yloxy)ethoxy]phenyl]propionate). Yield: 94.0%. RXN SMILES: [OH:1][C:2]1[CH:7]=[CH:6][C:5]([CH2:8][CH:9]([O:15][C:16]2[CH:21]=[CH:20][CH:19]=[CH:18][CH:17]=2)[C:10]([O:12][CH2:13][CH3:14])=[O:11])=[CH:4][CH:3]=1.Br[CH2:23][CH2:24][O:25][CH:26]1[CH2:31][CH2:30][CH2:29][CH2:28][O:27]1.C(=O)([O-])[O-].[K+].[K+]>CC(N(C)C)=O>[O:15]([CH:9]([CH2:8][C:5]1[CH:4]=[CH:3][C:2]([O:1][CH2:23][CH2:24][O:25][CH:26]2[CH2:31][CH2:30][CH2:29][CH2:28][O:27]2)=[CH:7][CH:6]=1)[C:10]([O:12][CH2:13][CH3:14])=[O:11])[C:16]1[CH:17]=[CH:18][CH:19]=[CH:20][CH:21]=1 |f:2.3.4|. Procedure details: In a similar manner to that described in Reference example 3(e), a reaction was carried out using ethyl 3-(4-hydroxyphenyl)-2-phenoxypropionate (3.33 g), which is the product of Reference example 4(c), 2-(2-bromoethoxy)tetrahydropyran (7.27 g) and potassium carbonate (6.41 g) in dimethylacetamide and the reaction mixture was treated to afford the desired compound (4.53 g) as a syrup. Starting materials: O (water), [BH4-].[Na+] (Sodium borohydride), CC1=C(N=C(O1)C1=CC=CC=C1)C(COC1=CC=C(C#N)C=C1)=O (4-[2-(5-methyl-2-phenyl-4-oxazolyl)-2-oxoethoxy]benzonitrile), CN(C=O)C (N,N-dimethylformamide). The solvent is CO (methanol). Run at time 1 hour. The product is OC(COC1=CC=C(C#N)C=C1)C=1N=C(OC1)C1=CC=CC(=C1)C (4-[2-hydroxy-2-(5-methyl-phenyl-4-oxazolyl)ethoxy]benzonitrile). Isolated yield 92.7%. As a reaction SMILES: [BH4-].[Na+].C[C:4]1[O:8][C:7]([C:9]2[CH:14]=[CH:13][CH:12]=[CH:11][CH:10]=2)=[N:6][C:5]=1[C:15](=[O:26])[CH2:16][O:17][C:18]1[CH:25]=[CH:24][C:21]([C:22]#[N:23])=[CH:20][CH:19]=1.[CH3:27]N(C)C=O.O>CO>[OH:26][CH:15]([C:5]1[N:6]=[C:7]([C:9]2[CH:14]=[C:13]([CH3:27])[CH:12]=[CH:11][CH:10]=2)[O:8][CH:4]=1)[CH2:16][O:17][C:18]1[CH:25]=[CH:24][C:21]([C:22]#[N:23])=[CH:20][CH:19]=1 |f:0.1|. Reported procedure: Sodium borohydride (0.654 mg) was added to a suspension of 4-[2-(5-methyl-2-phenyl-4-oxazolyl)-2-oxoethoxy]benzonitrile (5.5 g) in methanol (100 ml)-N,N-dimethylformamide (50 ml), followed by stirring at room temperature for 1 hour. The reaction solution was poured into water and the crystals which separated out were collected by filtration to give 4-[2-hydroxy-2-(5-methyl-phenyl-4-oxazolyl)ethoxy]benzonitrile (5.1 g, 92.7%). Recrystallization from acetone afforded colorless neddles, m.p. 176°-1... Starting materials: N(=NC(=O)N1CCCCC1)C(=O)N1CCCCC1 (1,1′-(Azodicarbonyl)dipiperidine), N1(CCOCC1)CCCO (3-morpholin-4-yl-propan-1-ol), C(CCC)P(CCCC)CCCC (tributylphosphine), C(C)OC(COC1=C(C=C(C=C1)SC1=CC(=CC(=C1)O)C#CC1=CC=C(C=C1)Cl)Cl)=O ({2-Chloro-4-[3-(4-chloro-phenylethynyl)-5-hydroxy-phenylsulfanyl]-phenoxy}-acetic acid ethyl ester). Run in C1CCOC1 (THF), C1CCOC1 (THF). Conditions: time 16 hour. The product is C(C)OC(COC1=C(C=C(C=C1)SC1=CC(=CC(=C1)OCCCN1CCOCC1)C#CC1=CC=C(C=C1)Cl)Cl)=O ({2-Chloro-4-[3-(4-chloro-phenylethynyl)-5-(3-morpholin-4-yl-propoxy)phenylsulfanyl]-phenoxy}-acetic Acid Ethyl Ester). RXN SMILES: [CH2:1]([O:3][C:4](=[O:31])[CH2:5][O:6][C:7]1[CH:12]=[CH:11][C:10]([S:13][C:14]2[CH:19]=[C:18]([OH:20])[CH:17]=[C:16]([C:21]#[C:22][C:23]3[CH:28]=[CH:27][C:26]([Cl:29])=[CH:25][CH:24]=3)[CH:15]=2)=[CH:9][C:8]=1[Cl:30])[CH3:2].[N:32]1([CH2:38][CH2:39][CH2:40]O)[CH2:37][CH2:36][O:35][CH2:34][CH2:33]1.C(P(CCCC)CCCC)CCC.N(C(N1CCCCC1)=O)=NC(N1CCCCC1)=O>C1COCC1>[CH2:1]([O:3][C:4](=[O:31])[CH2:5][O:6][C:7]1[CH:12]=[CH:11][C:10]([S:13][C:14]2[CH:19]=[C:18]([O:20][CH2:40][CH2:39][CH2:38][N:32]3[CH2:37][CH2:36][O:35][CH2:34][CH2:33]3)[CH:17]=[C:16]([C:21]#[C:22][C:23]3[CH:24]=[CH:25][C:26]([Cl:29])=[CH:27][CH:28]=3)[CH:15]=2)=[CH:9][C:8]=1[Cl:30])[CH3:2]. Procedure: [{2-Chloro-4-[3-(4-chloro-phenylethynyl)-5-hydroxy-phenylsulfanyl]-phenoxy}-acetic acid ethyl ester (293 mg; 0.62 mmol) was dissolved in THF (15 mL) in a dried reaction flask under an atmosphere of nitrogen. 3-morpholin-4-yl-propan-1-ol (75 mg; 0.52 mmol) and tributylphosphine (0.23 mL; 0.93 mmol) was added followed by 1,1′-(Azodicarbonyl)dipiperidine (0.38 g; 1.5 mmol) dissolved in THF (10 mL). The reaction mixture was stirred at room temperature for 16 h, filtered and evaporated in vacuo. The ... The reactants are C(C1=CC=CC=C1)OC(N(C)C(C)C(NC(C(=O)N1C2C(CC1)N(CC2C(NC(C)C2=CC=CC=C2)=O)S(=O)(=O)C)C2CCCCC2)=O)=O ((1-{1-Cyclohexyl-2-[4-methanesulfonyl-6-(1-phenyl-ethylcarbamoyl)-hexahydro-pyrrolo[3,2-b]pyrrol-1-yl]-2-oxo-ethylcarbamoyl}-ethyl)-methyl-carbamic acid benzyl ester). Reagents/catalysts: [Pd] (Pd/C). The solvent is CO (MeOH), C(C)#N.O (ACN H2O). Run at time 2.5 hour. Product: C1(=CC=CC=C1)C(C)NC(=O)C1C2C(N(C1)S(=O)(=O)C)CCN2C(C(NC(C(C)NC)=O)C2CCCCC2)=O (4-[2-Cyclohexyl-2-(2-methylamino-propionylamino)-acetyl]-1-methanesulfonyl-octahydro-pyrrolo[3,2-b]pyrrole-3-carboxylic acid (1-phenyl-ethyl)-amide). As a reaction SMILES: C(O[C:9](=O)[N:10]([CH:12]([C:14](=[O:48])[NH:15][CH:16]([CH:42]1[CH2:47][CH2:46][CH2:45][CH2:44][CH2:43]1)[C:17]([N:19]1[CH2:23][CH2:22][CH:21]2[N:24]([S:38]([CH3:41])(=[O:40])=[O:39])[CH2:25][CH:26]([C:27](=[O:37])[NH:28][CH:29]([C:31]3[CH:36]=[CH:35][CH:34]=[CH:33][CH:32]=3)[CH3:30])[CH:20]12)=[O:18])[CH3:13])C)C1C=CC=CC=1>CO.C(#N)C.O.[Pd]>[C:31]1([CH:29]([NH:28][C:27]([CH:26]2[CH2:25][N:24]([S:38]([CH3:41])(=[O:40])=[O:39])[CH:21]3[CH2:22][CH2:23][N:19]([C:17](=[O:18])[CH:16]([CH:42]4[CH2:43][CH2:44][CH2:45][CH2:46][CH2:47]4)[NH:15][C:14](=[O:48])[CH:12]([NH:10][CH3:9])[CH3:13])[CH:20]23)=[O:37])[CH3:30])[CH:36]=[CH:35][CH:34]=[CH:33][CH:32]=1 |f:2.3|. Procedure: A solution of 32 (113 mg, 0.16 mmol) in MeOH (15 mL) was treated with 10% Pd/C (wet, 151 mg) and pressurized under H2 atmosphere (50 psi) using a Parr apparatus. After 2.5 h, the reaction mixture was filtered through a filter disc (Acrodisc-PSF-0.45 μM) and rinsed with MeOH. The filtrate was concentrated to afford the crude amine 33 which was diluted with ACN/H2O containing 0.1% HOAc and purified by reverse phase HPLC (2″ Dynamax® C18, 10% ACN/H2O to 100% ACN over 30 min). The product-containing...